From a dataset of the Open Reaction Database (ORD), a public repository of structured organic reaction records. describe an organic reaction: reactants, conditions, products, and yield The reactants are C(=O)C=1C2=C(OC1C)C(=CC=C2)[N+](=O)[O-] (3-formyl-2-methyl-7-nitrobenzo[b]furan), C(=O)(OCC)C=P(C1=CC=CC=C1)(C1=CC=CC=C1)C1=CC=CC=C1 ((carboethoxymethylene)triphenylphosphorane). Run in O1CCOCC1 (dioxane). Product: C(C)OC(=O)C=CC=1C2=C(OC1C)C(=CC=C2)[N+](=O)[O-] (3-(2-ethoxycarbonylethenyl)-2-methyl-7-nitrobenzo[b]furan). Yield: 84.2%. RXN SMILES: [CH:1]([C:3]1[C:4]2[CH:12]=[CH:11][CH:10]=[C:9]([N+:13]([O-:15])=[O:14])[C:5]=2[O:6][C:7]=1[CH3:8])=O.[C:16]([CH:21]=P(C1C=CC=CC=1)(C1C=CC=CC=1)C1C=CC=CC=1)([O:18][CH2:19][CH3:20])=[O:17]>O1CCOCC1>[CH2:19]([O:18][C:16]([CH:21]=[CH:1][C:3]1[C:4]2[CH:12]=[CH:11][CH:10]=[C:9]([N+:13]([O-:15])=[O:14])[C:5]=2[O:6][C:7]=1[CH3:8])=[O:17])[CH3:20]. Reported procedure: A solution of 3-formyl-2-methyl-7-nitrobenzo[b]furan (200 mg) and (carboethoxymethylene)triphenylphosphorane (434 mg) in dioxane (3 ml) was stirred at ambient temperature for 1 hour. The reaction mixture was concentrated in vacuo and the residue was purified by column chromatography on silica gel. The obtained oil was crystallized from diisopropyl ether to give 3-(2-ethoxycarbonylethenyl)-2-methyl-7-nitrobenzo[b]furan (226 mg). Reactants: [N+](=O)([O-])C=1C=C(C=CC1)O (3-nitrophenol), [H-].[Na+] (sodium hydride), CN(CCCl)C (2-dimethylaminoethyl chloride). The solvent is CN(C=O)C (dimethylformamide). Conditions: time 1 hour. Yields the product CN(CCOC1=CC(=CC=C1)[N+](=O)[O-])C (1-(2-Dimethylaminoethoxy)-3-nitrobenzene). The yield is 61.0%. RXN SMILES: [N+:1]([C:4]1[CH:5]=[C:6]([OH:10])[CH:7]=[CH:8][CH:9]=1)([O-:3])=[O:2].[H-].[Na+].[CH3:13][N:14]([CH3:18])[CH2:15][CH2:16]Cl>CN(C)C=O>[CH3:13][N:14]([CH3:18])[CH2:15][CH2:16][O:10][C:6]1[CH:7]=[CH:8][CH:9]=[C:4]([N+:1]([O-:3])=[O:2])[CH:5]=1 |f:1.2|. Procedure details: To a stirred soluton of 3-nitrophenol (5 g, 36 mmol) in dimethylformamide (100 ml) at 0° C. was added sodium hydride (1.029 g, 80% dispersion in mineral oil, 34.3 mmol). After the effervescence had subsided 2-dimethylaminoethyl chloride was added (5.746 g, 37.8 mmol). After 1 hour the reaction mixture was allowed to warm to room temperature. After a further 2 hours the reaction mixture was heated to 70° C. for 14 hours, then evaporated under reduced pressure. The residue was then partitioned bet... The product is CC1=CC=C(C(=O)P2(OC3=C(C4=C2C=CC=C4)C=CC=C3)=O)C=C1 (6-(4-methylbenzoyl)-(6H)-dibenz[c,e][1,2]oxaphosphorin 6-oxide). Conditions: temperature 110 celsius. As a reaction SMILES: [CH3:1][C:2]1[CH:10]=[CH:9][C:5]([C:6](Cl)=[O:7])=[CH:4][CH:3]=1.C[O:12][P:13]1(=O)[C:18]2[CH:19]=[CH:20][CH:21]=[CH:22][C:17]=2[C:16]2[CH:23]=[CH:24][CH:25]=[CH:26][C:15]=2[O:14]1>>[CH3:1][C:2]1[CH:10]=[CH:9][C:5]([C:6]([P:13]2(=[O:12])[C:18]3[CH:19]=[CH:20][CH:21]=[CH:22][C:17]=3[C:16]3[CH:23]=[CH:24][CH:25]=[CH:26][C:15]=3[O:14]2)=[O:7])=[CH:4][CH:3]=1. Reactants: CC1=CC=C(C(=O)Cl)C=C1 (4-methylbenzoyl chloride), COP1(OC2=C(C3=C1C=CC=C3)C=CC=C2)=O (6-methoxy-(6H)-dibenz[c,e][1,2]-oxaphosphorin 6-oxide). Reported procedure: 30.8 g (0.2 mol) of 4-methylbenzoyl chloride were warmed to 80° C. under a nitrogen atmosphere. 46 g (0.2 mol) of 6-methoxy-(6H)-dibenz[c,e][1,2]-oxaphosphorin 6-oxide were added dropwise over the course of 1 hour while stirring. The temperature was then slowly increased to 110° C. When the reaction was complete, the residue slowly crystallized out at room temperature. 60 g (90% of theory) of the abovementioned compound, which, after recrystallization from toluene, had a melting point of 124 to ...